This data is from the Open Reaction Database (ORD), a public repository of structured organic reaction records. The task is: describe an organic reaction: reactants, conditions, products, and yield Reactants: diethylaminopropylgeranylmalonic ester, [OH-].[K+] (potassium hydroxide), C(C)N(CC)CCCC/C(=C/CC/C(=C/CC(C(=O)O)C(=O)O)/C)/C (diethylaminopropylgeranylmalonic acid). Run in alcohol. Yields the product C(C)N(CC)CCCC/C(=C/CC/C(=C/CCC(=O)O)/C)/C (diethylaminopropylgeranylacetic acid). Yield: 34.0%. Reaction SMILES: [OH-].[K+].[CH2:3]([N:5]([CH2:8][CH2:9][CH2:10][CH2:11]/[C:12](/[CH3:27])=[CH:13]/[CH2:14][CH2:15]/[C:16](/[CH3:26])=[CH:17]/[CH2:18][CH:19](C(O)=O)[C:20]([OH:22])=[O:21])[CH2:6][CH3:7])[CH3:4]>>[CH2:3]([N:5]([CH2:8][CH2:9][CH2:10][CH2:11]/[C:12](/[CH3:27])=[CH:13]/[CH2:14][CH2:15]/[C:16](/[CH3:26])=[CH:17]/[CH2:18][CH2:19][C:20]([OH:22])=[O:21])[CH2:6][CH3:7])[CH3:4] |f:0.1|. Procedure: 450.5 g of geranylmalonic ester, 34.9 g of sodium and 227.3 g of diethylaminopropylchloride (b.p., 73°-78° C/20 mm) isolated from 423.3 g of hydrochloride, are heated in toluene to obtain 329.4 g of diethylaminopropylgeranylmalonic ester having a boiling point of 185°-210° C/2 mm, n20 1.4709. The 329.4 grams of diethylaminopropylgeranylmalonic ester are saponified with a concentrated solution of potassium hydroxide in alcohol to prepare 524.7 g of moist diethylaminopropylgeranylmalonic acid. The... Yields the product O=S(=O)(CC(O)C1CCOCC1)N1CCN(c2ccc(OC(F)(F)C(F)F)cc2)CC1. As a reaction SMILES: [BH4-:34].[CH3:32][OH:33].[Cl:37][CH2:38][Cl:39].[F:1][C:2]([CH:3]([F:4])[F:5])([O:6][c:7]1[cH:8][cH:9][c:10]([N:13]2[CH2:14][CH2:15][N:16]([S:19](=[O:20])(=[O:21])[CH2:22][C:23](=[O:24])[CH:25]3[CH2:26][CH2:27][O:28][CH2:29][CH2:30]3)[CH2:17][CH2:18]2)[cH:11][cH:12]1)[F:31].[Na+:35].[OH2:36]>>[F:1][C:2]([CH:3]([F:4])[F:5])([O:6][c:7]1[cH:8][cH:9][c:10]([N:13]2[CH2:14][CH2:15][N:16]([S:19](=[O:20])(=[O:21])[CH2:22][CH:23]([OH:24])[CH:25]3[CH2:26][CH2:27][O:28][CH2:29][CH2:30]3)[CH2:17][CH2:18]2)[cH:11][cH:12]1)[F:31]. The reactants are [BH4-], CO, ClCCl, O=C(CS(=O)(=O)N1CCN(c2ccc(OC(F)(F)C(F)F)cc2)CC1)C1CCOCC1, [Na+], O. Reactants: C(C)(C)(C)OC(=O)N1CCC(CC1)C(O)C1=CC=C(C=C1)Br (4-[(4-bromo-phenyl)-hydroxy-methyl]-piperidine-1-carboxylic acid tert-butyl ester), [H-].[Na+] (NaH), FC1=NC(=CC=C1)F (2,6-Difluoropyridine). Solvent: CN(C)C=O (DMF). Reaction conditions: time 10 minute. The product is C(C)(C)(C)OC(=O)N1CCC(CC1)C(OC1=NC(=CC=C1)F)C1=CC=C(C=C1)Br (4-[(4-bromo-phenyl)-(6-fluoro-pyridin-2-yloxy)-methyl]-piperidine-1-carboxylic acid tert-butyl ester). Yield: 93.7%. As a reaction SMILES: [C:1]([O:5][C:6]([N:8]1[CH2:13][CH2:12][CH:11]([CH:14]([C:16]2[CH:21]=[CH:20][C:19]([Br:22])=[CH:18][CH:17]=2)[OH:15])[CH2:10][CH2:9]1)=[O:7])([CH3:4])([CH3:3])[CH3:2].[H-].[Na+].[F:25][C:26]1[CH:31]=[CH:30][CH:29]=[C:28](F)[N:27]=1>CN(C=O)C>[C:1]([O:5][C:6]([N:8]1[CH2:9][CH2:10][CH:11]([CH:14]([C:16]2[CH:21]=[CH:20][C:19]([Br:22])=[CH:18][CH:17]=2)[O:15][C:28]2[CH:29]=[CH:30][CH:31]=[C:26]([F:25])[N:27]=2)[CH2:12][CH2:13]1)=[O:7])([CH3:4])([CH3:2])[CH3:3] |f:1.2|. Procedure details: To a solution of 4-[(4-bromo-phenyl)-hydroxy-methyl]-piperidine-1-carboxylic acid tert-butyl ester (1.36 g, 3.67 mmol) in DMF (18 mL) was added NaH (60% in mineral oil, 367 mg, 9.17 mmol) and the mixture was stirred at room temperature for 10 minutes. 2,6-Difluoropyridine (1.00 mL, 11.0 mmol) was added and the mixture was heated at 70° C. overnight. Work-up and purification gave 4-[(4-bromo-phenyl)-(6-fluoro-pyridin-2-yloxy)-methyl]-piperidine-1-carboxylic acid tert-butyl ester as an off-white s... Reactants: SCCC(=O)O (3-mercaptopropionic acid), 1-N, Cl (hydrochloric acid), C1(=CC=CC=C1)C (toluene), ClC1=CC=C(CN=C=S)C=C1 (p-chlorobenzylisothiocyanate). Solvent: C(C)N(CC)CC (triethylamine). Product: ClC1=CC=C(CNC(=S)SCCC(=O)O)C=C1 (3-{[(p-chlorobenzyl)thiocarbamoyl]thio}-propionic acid). Reaction SMILES: [SH:1][CH2:2][CH2:3][C:4]([OH:6])=[O:5].C1(C)C=CC=CC=1.[Cl:14][C:15]1[CH:24]=[CH:23][C:18]([CH2:19][N:20]=[C:21]=[S:22])=[CH:17][CH:16]=1.Cl>C(N(CC)CC)C>[Cl:14][C:15]1[CH:16]=[CH:17][C:18]([CH2:19][NH:20][C:21]([S:1][CH2:2][CH2:3][C:4]([OH:6])=[O:5])=[S:22])=[CH:23][CH:24]=1. Procedure: To a solution of 1.06 g. of 3-mercaptopropionic acid in 5 ml. of toluene and 2.0 g. of triethylamine, there was added with cooling 1.83 g. of p-chlorobenzylisothiocyanate. Two phases formed. The mixture was acidified with 1-N hydrochloric acid and extracted with chloroform. The chloroform phases were washed with water, dried over magnesium sulfate and concentrated. The residue was recrystallized from acetonitrile, and 2.1 g. of 3-{[(p-chlorobenzyl)thiocarbamoyl]thio}-propionic acid having a melt...